Dataset: the Open Reaction Database (ORD), a public repository of structured organic reaction records. Task: describe an organic reaction: reactants, conditions, products, and yield Starting materials: CC=1C=C(C(=O)O)C=CC1 (3-Methylbenzoic acid), C(C)(=O)O.C(C)(=O)O.IC1=CC=CC=C1 (iodobenzene diacetate), II (iodine). The reagents and catalysts are [I-].C(CCC)[N+](CCCC)(CCCC)CCCC (tetrabutylammonium iodide), C(C)(=O)O[Pd]OC(C)=O (diacetoxypalladium). The solvent is ClCCCl (1,2-dichloroethane). Run at temperature 85 celsius. The product is IC1=C(C(=O)O)C=C(C=C1)C (2-Iodo-5-methyl-benzoic acid). Reaction SMILES: [CH3:1][C:2]1[CH:3]=[C:4]([CH:8]=[CH:9][CH:10]=1)[C:5]([OH:7])=[O:6].C(O)(=O)C.C(O)(=O)C.[I:19]C1C=CC=CC=1.II>[I-].C([N+](CCCC)(CCCC)CCCC)CCC.ClCCCl.C(O[Pd]OC(=O)C)(=O)C>[I:19][C:8]1[CH:9]=[CH:10][C:2]([CH3:1])=[CH:3][C:4]=1[C:5]([OH:7])=[O:6] |f:1.2.3,5.6|. Reported procedure: 3-Methylbenzoic acid (6.12 g; 45 mmol), iodobenzene diacetate (14.49 g; 45 mmol), tetrabutylammonium iodide (16.62 g, 45 mmol), iodine (11.43 g; 45 mmol) and diacetoxypalladium (0.5 g; 2.2 mmol) are dissolved in 1,2-dichloroethane, and then the mixture is heated in a sealed tube at 85° C. for 1 hour and 45 minutes. The cooled solution is purified by chromatography over silica gel using dichloromethane and methanol as eluants to yield the title compound.